From a dataset of the Open Reaction Database (ORD), a public repository of structured organic reaction records. describe an organic reaction: reactants, conditions, products, and yield Starting materials: OC(C)C1=CN=C(S1)C(CCC(C(CC1CCOCC1)C1=CC=C(C=C1)S(=O)(=O)C)=O)=O (1-[5-(1-hydroxyethyl)-1,3-thiazol-2-yl]-5-[4-(methylsulfonyl)phenyl]-6-(tetrahydro-2H-pyran-4-yl)hexane-1,4-dione), C(C)(=O)[O-].[NH4+] (ammonium acetate), [OH-].[Na+] (sodium hydroxide). The solvent is C(C)(=O)O (acetic acid). Run at temperature 90 celsius, time 3 hour. The product is CS(=O)(=O)C1=CC=C(C=C1)C(CC1CCOCC1)C1=CC=C(N1)C=1SC(=CN1)C(C)O (1-[2-(5-[1-[4-(methylsulfonyl)phenyl]-2-(tetrahydro-2H-pyran-4-yl)ethyl]-1H-pyrrol-2-yl)-1,3-thiazol-5-yl]ethanol). Isolated yield 34.7%. RXN SMILES: [OH:1][CH:2]([C:4]1[S:8][C:7]([C:9](=O)[CH2:10][CH2:11][C:12](=O)[CH:13]([C:21]2[CH:26]=[CH:25][C:24]([S:27]([CH3:30])(=[O:29])=[O:28])=[CH:23][CH:22]=2)[CH2:14][CH:15]2[CH2:20][CH2:19][O:18][CH2:17][CH2:16]2)=[N:6][CH:5]=1)[CH3:3].C([O-])(=O)C.[NH4+:37].[OH-].[Na+]>C(O)(=O)C>[CH3:30][S:27]([C:24]1[CH:25]=[CH:26][C:21]([CH:13]([C:12]2[NH:37][C:9]([C:7]3[S:8][C:4]([CH:2]([OH:1])[CH3:3])=[CH:5][N:6]=3)=[CH:10][CH:11]=2)[CH2:14][CH:15]2[CH2:16][CH2:17][O:18][CH2:19][CH2:20]2)=[CH:22][CH:23]=1)(=[O:28])=[O:29] |f:1.2,3.4|. Procedure: A mixture of 1-[5-(1-hydroxyethyl)-1,3-thiazol-2-yl]-5-[4-(methylsulfonyl)phenyl]-6-(tetrahydro-2H-pyran-4-yl)hexane-1,4-dione (0.57 g), ammonium acetate (0.46 g) and acetic acid (5 mL) was stirred at 90° C. for 3 hr. The reaction mixture was neutralized with 8M aqueous sodium hydroxide solution, and extracted with ethyl acetate. The ethyl acetate layer was concentrated, 2M aqueous sodium hydroxide solution (1 mL), tetrahydrofuran (4 mL) and methanol (4 mL) were added to the residue, and the mix... Reactants: O=C([O-])[O-], [Cs+], [Cs+], [Cu]I, COc1ccc2c(I)ccnc2c1, CN(C)C=O, CC(C)(C)OC(=O)Nc1ccc(=O)n(C(C)(C)CO)c1, c1cnc2c(c1)ccc1cccnc12. Product: COc1ccc2c(OCC(C)(C)n3cc(NC(=O)OC(C)(C)C)ccc3=O)ccnc2c1. RXN SMILES: [C:35](=[O:36])([O-:37])[O-:38].[Cs+:39].[Cs+:40].[Cu:59][I:60].[I:41][c:42]1[cH:43][cH:44][n:45][c:46]2[cH:47][c:48]([O:52][CH3:53])[cH:49][cH:50][c:51]12.[O:54]=[CH:55][N:56]([CH3:57])[CH3:58].[OH:1][CH2:2][C:3]([CH3:4])([CH3:5])[n:6]1[cH:7][c:8]([NH:13][C:14]([O:15][C:16]([CH3:17])([CH3:18])[CH3:19])=[O:20])[cH:9][cH:10][c:11]1=[O:12].[cH:21]1[cH:22][c:23]2[cH:24][cH:25][c:26]3[c:27]([c:28]2[n:29][cH:30]1)[n:31][cH:32][cH:33][cH:34]3>>[O:1]([CH2:2][C:3]([CH3:4])([CH3:5])[n:6]1[cH:7][c:8]([NH:13][C:14]([O:15][C:16]([CH3:17])([CH3:18])[CH3:19])=[O:20])[cH:9][cH:10][c:11]1=[O:12])[c:42]1[cH:43][cH:44][n:45][c:46]2[cH:47][c:48]([O:52][CH3:53])[cH:49][cH:50][c:51]12.